From a dataset of the Open Reaction Database (ORD), a public repository of structured organic reaction records. describe an organic reaction: reactants, conditions, products, and yield Reactants: C(C1=CC(OC)=C(O)C(OC)=C1)(=O)O (syringic acid), C(C#C)Br (propargyl bromide). Product: C(C#C)OC(C1=CC(OC)=C(O)C(OC)=C1)=O (syringic acid propargyl ester). Reaction SMILES: [C:1]([OH:14])(=[O:13])[C:2]1[CH:12]=[C:9]([O:10][CH3:11])[C:7]([OH:8])=[C:4]([O:5][CH3:6])[CH:3]=1.[CH2:15](Br)[C:16]#[CH:17]>>[CH2:17]([O:13][C:1](=[O:14])[C:2]1[CH:3]=[C:4]([O:5][CH3:6])[C:7]([OH:8])=[C:9]([O:10][CH3:11])[CH:12]=1)[C:16]#[CH:15]. Reported procedure: By utilizing the procedure of Example 5, by reacting syringic acid and propargyl bromide, there is obtained syringic acid propargyl ester, F. P. 105°-106°C. Reactants: [Cl-].[NH4+] (ammonium chloride), C([O-])([O-])=O.[Cs+].[Cs+] (cesium carbonate), C(C)OCCl (chloromethyl ethyl ether), C(C(C)C)N1C(=NC2=C1C=C(C=C2)C=2C(=NNN2)C2=CC=CC=C2)N (1-isobutyl-2-amino-6-(4-phenyl-2H-[1,2,3]triazol-5-yl)-1H-benzimidazole). The solvent is CN(C)C=O (DMF). Conditions: time 2 hour. Yields the product C(C)OCN1NC(=C(N1)C=1C=CC2=C(N(C(=N2)N)CC(C)C)C1)C1=CC=CC=C1 (6-(2-Ethoxymethyl-5-phenyl-3H-[1,2,3]triazol-4-yl)-1-isobutyl-1H-benzimidazol-2-yl amine). Isolated yield 13.1%. RXN SMILES: C(=O)([O-])[O-].[Cs+].[Cs+].[CH2:7]([O:9][CH2:10]Cl)[CH3:8].[CH2:12]([N:16]1[C:20]2[CH:21]=[C:22]([C:25]3[C:26]([C:30]4[CH:35]=[CH:34][CH:33]=[CH:32][CH:31]=4)=[N:27][NH:28][N:29]=3)[CH:23]=[CH:24][C:19]=2[N:18]=[C:17]1[NH2:36])[CH:13]([CH3:15])[CH3:14].[Cl-].[NH4+]>CN(C=O)C>[CH2:7]([O:9][CH2:10][N:28]1[NH:29][C:25]([C:22]2[CH:23]=[CH:24][C:19]3[N:18]=[C:17]([NH2:36])[N:16]([CH2:12][CH:13]([CH3:15])[CH3:14])[C:20]=3[CH:21]=2)=[C:26]([C:30]2[CH:35]=[CH:34][CH:33]=[CH:32][CH:31]=2)[NH:27]1)[CH3:8] |f:0.1.2,5.6|. Reported procedure: Add cesium carbonate (408 mg, 1.25 mmol) and chloromethyl ethyl ether (0.057 ml, 0.62 mmol) to a solution of 1-isobutyl-2-amino-6-(4-phenyl-2H-[1,2,3]triazol-5-yl)-1H-benzimidazole (208 mg, 0.62 mmol) in DMF (5 tri). Stir for 2 hours at RT, add aqueous ammonium chloride solution (20 ml) and extract with diethyl ether (20 ml). Dry over magnesium sulfate, concentrate and purify (radial silica gel chromatography, eluting with hexane:ethyl acetate 1:1) to provide the title compound as a white solid ... Reactants: C(CCC)OC(\C=C/C(=O)O)=O (maleic acid-mono-n-butyl ester), CN(CCCN)C (3-dimethylaminopropylamine). Solvent: C(C)N(CC)CC (triethylamine). Product: CCCCOC([C@@H](NCCCN(C)C)CC(=O)O)=O (N-(3'-Dimethylaminopropyl)-aspartic acid-4-n-butyl ester). Isolated yield 86.7%. As a reaction SMILES: [CH2:1]([O:5][C:6](=[O:12])/[CH:7]=[CH:8]\[C:9]([OH:11])=[O:10])[CH2:2][CH2:3][CH3:4].[CH3:13][N:14]([CH3:19])[CH2:15][CH2:16][CH2:17][NH2:18]>C(N(CC)CC)C>[CH3:4][CH2:3][CH2:2][CH2:1][O:5][C:6](=[O:12])[C@H:7]([CH2:8][C:9]([OH:11])=[O:10])[NH:18][CH2:17][CH2:16][CH2:15][N:14]([CH3:19])[CH3:13]. Reported procedure: In the apparatus described in Example 1, 500 ml of triethylamine are added with cooling, within 2 hours and 35 minutes, at 4°-10° C. internal temperature to 430.5 g (2.5 mols) of maleic acid-mono-n-butyl ester. There are subsequently quickly added 306.5 g (2.5 mols+20% excess) of 3-dimethylaminopropylamine, and the mixture is reacted for 30 minutes at 90°-95° C. The reaction product is processed in a manner analogous to that described in Example 1 to obtain a yield of 595 g (86.8% of theory) of ... Reaction SMILES: [C:1]([CH3:2])([CH3:3])([CH3:4])[O:5][C:6](=[O:7])[NH:8][N:9]1[C:10](=[O:15])[CH2:11][NH:12][CH2:13][CH2:14]1.[CH3:37][CH2:38][O:39][C:40](=[O:41])[CH3:42].[Cl:22][c:23]1[cH:24][c:25]2[cH:26][cH:27][c:28]([S:33](=[O:34])(=[O:35])[Cl:36])[cH:29][c:30]2[cH:31][cH:32]1.[Na+:16].[Na+:17].[O-:18][C:19](=[O:20])[O-:21]>>[C:1]([CH3:2])([CH3:3])([CH3:4])[O:5][C:6](=[O:7])[NH:8][N:9]1[C:10](=[O:15])[CH2:11][N:12]([S:33]([c:28]2[cH:27][cH:26][c:25]3[cH:24][c:23]([Cl:22])[cH:32][cH:31][c:30]3[cH:29]2)(=[O:34])=[O:35])[CH2:13][CH2:14]1. Product: CC(C)(C)OC(=O)NN1CCN(S(=O)(=O)c2ccc3cc(Cl)ccc3c2)CC1=O. Reactants: CC(C)(C)OC(=O)NN1CCNCC1=O, CCOC(C)=O, O=S(=O)(Cl)c1ccc2cc(Cl)ccc2c1, [Na+], [Na+], O=C([O-])[O-].